From a dataset of the Open Reaction Database (ORD), a public repository of structured organic reaction records. describe an organic reaction: reactants, conditions, products, and yield The reactants are C1CCCCC1, CC(=O)[O-], CC(=O)OCC(O)(COC(C)=O)c1ccc(F)cc1F. Product: CC(=O)OCC(O)(CO)c1ccc(F)cc1F. Reaction SMILES: [CH2:25]1[CH2:26][CH2:27][CH2:28][CH2:29][CH2:30]1.[CH3:21][C:22](=[O:23])[O-:24].[F:1][c:2]1[c:3]([C:9]([CH2:10][O:11][C:12]([CH3:13])=[O:14])([CH2:15][O:16][C:17](=[O:18])[CH3:19])[OH:20])[cH:4][cH:5][c:6]([F:8])[cH:7]1>>[F:1][c:2]1[c:3]([C:9]([CH2:10][O:11][C:12]([CH3:13])=[O:14])([CH2:15][OH:16])[OH:20])[cH:4][cH:5][c:6]([F:8])[cH:7]1. Reactants: CO, CC(C)SCc1ccccc1[N+](=O)[O-], Cl, [Sn]. Yields the product CC(C)SCc1ccccc1N. As a reaction SMILES: [CH3:17][OH:18].[CH:1]([CH3:2])([CH3:3])[S:4][CH2:5][c:6]1[c:7]([N+:12]([O-:13])=[O:14])[cH:8][cH:9][cH:10][cH:11]1.[ClH:15].[Sn:16]>>[CH:1]([CH3:2])([CH3:3])[S:4][CH2:5][c:6]1[c:7]([NH2:12])[cH:8][cH:9][cH:10][cH:11]1. Starting materials: Cl (hydrochloric acid), aqueous solution, [OH-].[Na+] (sodium hydroxide), C(C(C)C)C1=CC=C(C=C1)CC(C(=O)O)=O (p-isobutylphenylpyruvic acid), CI (methyl iodide). Conditions: time 4 hour. Yields the product O=C(C(=O)O)C(C)C1=CC=C(C=C1)CC(C)C (2-oxo-3-(p-isobutylphenyl)butanoic acid). Isolated yield 67.0%. Reaction SMILES: [OH-].[Na+].[CH2:3]([C:7]1[CH:12]=[CH:11][C:10]([CH2:13][C:14](=[O:18])[C:15]([OH:17])=[O:16])=[CH:9][CH:8]=1)[CH:4]([CH3:6])[CH3:5].Cl.[CH3:20]I>>[O:18]=[C:14]([CH:13]([C:10]1[CH:11]=[CH:12][C:7]([CH2:3][CH:4]([CH3:6])[CH3:5])=[CH:8][CH:9]=1)[CH3:20])[C:15]([OH:17])=[O:16] |f:0.1|. Reported procedure: A 3N aqueous solution of sodium hydroxide (20 ml; 60 mmoles) was slowly added to a solution of 6.60 g (30 mmoles) of p-isobutylphenylpyruvic acid and 10 ml of methyl iodide. After the addition, the mixture was stirred at room temperature for 4 hours, acidified with 1N hydrochloric acid, and extracted with 150 ml of ether. The ether layer was dried over magnesium sulfate, and the ether was evaporated under reduced pres-sure to give pale yellowish white crystals. The NMR spectrum of the crystals l... Starting materials: NC1=NC2=C(CN3C1=CC=C3)C=CC=C2 (11-Amino-5H-pyrrolo[2,1-c][1,4]benzodiazepine), [Cl-].[NH4+] (ammonium chloride), COC(CN)OC (aminoacetaldehyde dimethylacetal). The solvent is ice water, C1(=CC=CC=C1)C (toluene). Product: COC(CNC1=NC2=C(CN3C1=CC=C3)C=CC=C2)OC ([(5H-pyrrolo[2,1-c][1,4]benzodiazepin-11-yl)amino]acetaldehyde dimethylacetal). As a reaction SMILES: [NH2:1][C:2]1[C:8]2=[CH:9][CH:10]=[CH:11][N:7]2[CH2:6][C:5]2[CH:12]=[CH:13][CH:14]=[CH:15][C:4]=2[N:3]=1.[Cl-].[NH4+].[CH3:18][O:19][CH:20]([O:23][CH3:24])[CH2:21]N>C1(C)C=CC=CC=1>[CH3:18][O:19][CH:20]([O:23][CH3:24])[CH2:21][NH:1][C:2]1[C:8]2=[CH:9][CH:10]=[CH:11][N:7]2[CH2:6][C:5]2[CH:12]=[CH:13][CH:14]=[CH:15][C:4]=2[N:3]=1 |f:1.2|. Reported procedure: 11-Amino-5H-pyrrolo[2,1-c][1,4]benzodiazepine (described by W. B. Wright et al., J. Med. Chem., 23,462 (1980), 2.00 g, 10.1 mmol) and ammonium chloride (200 mg, 19 mmol) were stirred in dry toluene (50 mL) in the presence of aminoacetaldehyde dimethylacetal (8.8 mL) under refluxing conditions for 3 hr. The precipitate which formed in the beginning redissolved to afford a brown solution. The reaction mixture was cooled in ice-water, washed with 10% (v/v) aqueous sodium hydroxide and then with bri... Starting materials: [OH-].[Na+] (sodium hydroxide), [N+](=O)([O-])C=1N=CNC1 (4-nitroimidazole), O (water), CS(=O)(=O)OCC(CCCC)C1=C(C=C(C=C1)Cl)Cl (2-(2,4-dichlorophenyl)hexyl methane sulfonate). The solvent is CO (methanol). Product: ClC1=C(C=CC(=C1)Cl)C(CN1C=NC(=C1)[N+](=O)[O-])CCCC (1-[β-(2,4-dichlorophenyl)hexyl]-4-nitroimidazole). The yield is 106.6%. Reaction SMILES: [OH-].[Na+].[N+:3]([C:6]1[N:7]=[CH:8][NH:9][CH:10]=1)([O-:5])=[O:4].CS(O[CH2:16][CH:17]([C:22]1[CH:27]=[CH:26][C:25]([Cl:28])=[CH:24][C:23]=1[Cl:29])[CH2:18][CH2:19][CH2:20][CH3:21])(=O)=O.O>CO>[Cl:29][C:23]1[CH:24]=[C:25]([Cl:28])[CH:26]=[CH:27][C:22]=1[CH:17]([CH2:18][CH2:19][CH2:20][CH3:21])[CH2:16][N:9]1[CH:10]=[C:6]([N+:3]([O-:5])=[O:4])[N:7]=[CH:8]1 |f:0.1|. Procedure details: To 1.3g (0.0307 mole) of sodium hydroxide in 150 ml of methanol is added 3.5g (0.0307 mole) of 4-nitroimidazole, and the solution is heated and the methanol distilled off. To the concentrate is added 100 ml of dimethyl formamide and the solution is heated up to 120° to remove the excess methanol and water. This dimethyl formamide solution is then cooled to less than 90° and 10.0g (of 0.0307 mole) of 2-(2,4-dichlorophenyl)hexyl methane sulfonate is added. The reaction mixture is heated up to 145°... The reactants are CN(C)c1ccccc1, CCOC(=O)Cc1c(C(F)(F)F)nc(C)[nH]c1=O, O=P(Cl)(Cl)Cl. The product is CCOC(=O)Cc1c(Cl)nc(C)nc1C(F)(F)F. RXN SMILES: [CH3:19][N:20]([c:21]1[cH:22][cH:23][cH:24][cH:25][cH:26]1)[CH3:27].[CH3:1][c:2]1[n:3][c:4]([C:15]([F:16])([F:17])[F:18])[c:5]([CH2:9][C:10](=[O:11])[O:12][CH2:13][CH3:14])[c:6](=[O:8])[nH:7]1.[P:28]([Cl:29])([Cl:30])([Cl:31])=[O:32]>>[CH3:1][c:2]1[n:3][c:4]([C:15]([F:16])([F:17])[F:18])[c:5]([CH2:9][C:10](=[O:11])[O:12][CH2:13][CH3:14])[c:6]([Cl:30])[n:7]1. Starting materials: C(C)C=1NC2=CC=C(C=C2C1)NS(=O)(=O)C1=CC=C(C=C1)C (2-ethyl-5-(4-methylphenylsulfonylamino) indole), NC=1C=C2C=C(NC2=CC1)CCC(C)C (5-amino-2-(3-methyl-n-butyl) indole). Product: CC(CCC=1NC2=CC=C(C=C2C1)NS(=O)(=O)C1=CC=C(C=C1)C)C (2-(3-methyl-n-butyl)-5-(4-methylphenylsulfonylamino) indole). RXN SMILES: [CH2:1]([C:3]1[NH:4][C:5]2[C:10]([CH:11]=1)=[CH:9][C:8]([NH:12][S:13]([C:16]1[CH:21]=[CH:20][C:19]([CH3:22])=[CH:18][CH:17]=1)(=[O:15])=[O:14])=[CH:7][CH:6]=2)[CH3:2].N[C:24]1[CH:25]=C2C(=C[CH:32]=1)NC(CCC(C)C)=C2>>[CH3:32][CH:24]([CH3:25])[CH2:2][CH2:1][C:3]1[NH:4][C:5]2[C:10]([CH:11]=1)=[CH:9][C:8]([NH:12][S:13]([C:16]1[CH:21]=[CH:20][C:19]([CH3:22])=[CH:18][CH:17]=1)(=[O:15])=[O:14])=[CH:7][CH:6]=2. Procedure: Refer to 45a) using 5-amino-2-(3-methyl-n-butyl) indole.